Dataset: the Open Reaction Database (ORD), a public repository of structured organic reaction records. Task: describe an organic reaction: reactants, conditions, products, and yield The reactants are OCC1CCOC1, O=C1OC(=O)c2ccccc21, O. The product is O=C(O)c1ccccc1C(=O)OCC1CCOC1. RXN SMILES: [O:12]1[CH2:13][CH:14]([CH2:17][OH:18])[CH2:15][CH2:16]1.[O:1]=[C:2]1[O:3][C:4](=[O:5])[c:6]2[cH:7][cH:8][cH:9][cH:10][c:11]21.[OH2:19]>>[O:1]=[C:2]([OH:3])[c:11]1[c:6]([C:4](=[O:5])[O:18][CH2:17][CH:14]2[CH2:13][O:12][CH2:16][CH2:15]2)[cH:7][cH:8][cH:9][cH:10]1.